This data is from the Open Reaction Database (ORD), a public repository of structured organic reaction records. The task is: describe an organic reaction: reactants, conditions, products, and yield The reactants are CC1=NC2=CC=C(C=C2C=C1)C(=O)NN (2-methyl-quinoline-6-carboxylic acid hydrazide), O1C(OCCC1)CCCC(=O)NC (4-[1,3]Dioxan-2-yl-N-methyl-butyramide), P(=O)(Cl)(Cl)Cl (phosphorus oxychloride), [OH-].[Na+] (sodium hydroxide). Run in C(Cl)(Cl)Cl (chloroform), O (water), ClCCl (dichloromethane). Reaction conditions: time 8 hour. Product: O1C(OCCC1)CCCC(=NC)NNC(=O)C=1C=C2C=CC(=NC2=CC1)C (2-Methyl-quinoline-6-carboxylic acid N′-(4-[1,3]dioxan-2-yl-1-methylimino-butyl)-hydrazide). The yield is 69.1%. As a reaction SMILES: [O:1]1[CH2:6][CH2:5][CH2:4][O:3][CH:2]1[CH2:7][CH2:8][CH2:9][C:10]([NH:12][CH3:13])=O.P(Cl)(Cl)(Cl)=O.[CH3:19][C:20]1[CH:29]=[CH:28][C:27]2[C:22](=[CH:23][CH:24]=[C:25]([C:30]([NH:32][NH2:33])=[O:31])[CH:26]=2)[N:21]=1.[OH-].[Na+]>ClCCl.C(Cl)(Cl)Cl.O>[O:1]1[CH2:6][CH2:5][CH2:4][O:3][CH:2]1[CH2:7][CH2:8][CH2:9][C:10]([NH:33][NH:32][C:30]([C:25]1[CH:26]=[C:27]2[C:22](=[CH:23][CH:24]=1)[N:21]=[C:20]([CH3:19])[CH:29]=[CH:28]2)=[O:31])=[N:12][CH3:13] |f:3.4|. Procedure: 4-[1,3]Dioxan-2-yl-N-methyl-butyramide (1 g, 5.35 mmol) was cooled to −78° C. in dry dichloromethane (10 ml) under argon and phosphorus oxychloride (0.65 ml, 7 mmol) was added dropwise. The mixture was warmed to room temperature to give an amber solution which was re-cooled to 0° C. This solution was added dropwise to a suspension of 2-methyl-quinoline-6-carboxylic acid hydrazide (1 g, 5 mmol) in chloroform (20 ml) and the mixture stirred at room temperature overnight. The mixture was poured int... Reactants: N1C=NC2=C1C=C(C=C2)C2=NN=C(O2)S (5-(1H-benzo[d]imidazol-6-yl)-1,3,4-oxadiazole-2-thiol), TEA, C(C)Br (ethylbromide). The solvent is CCO (EtOH). Yields the product C(C)SC1=NN=C(O1)C1=CC2=C(NC=N2)C=C1 (5-(5-(Ethylthio)-1,3,4-oxadiazol-2-yl)-1H-benzo[d]imidazole). RXN SMILES: [NH:1]1[C:5]2[CH:6]=[C:7]([C:10]3[O:14][C:13]([SH:15])=[N:12][N:11]=3)[CH:8]=[CH:9][C:4]=2[N:3]=[CH:2]1.[CH2:16](Br)[CH3:17]>CCO>[CH2:16]([S:15][C:13]1[O:14][C:10]([C:7]2[CH:8]=[CH:9][C:4]3[NH:3][CH:2]=[N:1][C:5]=3[CH:6]=2)=[N:11][N:12]=1)[CH3:17]. Procedure details: 1 (0.33 g, 1.5 mmol), TEA (0.209 mL, 1.5 mmol) and ethylbromide (0.112 mL, 1.5 mmol) were dissolved in 10 mL of EtOH and kept under reflux overnight. The solvent was removed and the remaining oil was purified by flash-chromatography on silica gel, applying a CHCl3/MeOH gradient. Starting materials: BrCc1ccccc1, C1CCOC1, OCCCCCCCl, [H-], [Na+]. Product: ClCCCCCCOCc1ccccc1. RXN SMILES: [Br:9][CH2:10][c:11]1[cH:12][cH:13][cH:14][cH:15][cH:16]1.[CH2:19]1[O:20][CH2:21][CH2:22][CH2:23]1.[Cl:1][CH2:2][CH2:3][CH2:4][CH2:5][CH2:6][CH2:7][OH:8].[H-:17].[Na+:18]>>[Cl:1][CH2:2][CH2:3][CH2:4][CH2:5][CH2:6][CH2:7][O:8][CH2:10][c:11]1[cH:12][cH:13][cH:14][cH:15][cH:16]1.